From a dataset of the Open Reaction Database (ORD), a public repository of structured organic reaction records. describe an organic reaction: reactants, conditions, products, and yield Reactants: ClC1C=NC=CN1Cl (3,4-Dichloro-pyrazine), CN(C)C=O (DMF), C(C)(C)(C)OC(=O)N1CCNCC1 (piperazine-1-carboxylic acid tert-butyl ester). The solvent is O (water). Reaction conditions: temperature 90 celsius, time 4 hour. Yields the product C(C)(C)(C)OC(=O)N1CCN(CC1)C1=NC=CN=C1Cl (3′-Chloro-2,3,5,6-tetrahydro-[1,2′]bipyrazinyl-4-carboxylic acid tert-butyl ester). The yield is 99.9%. As a reaction SMILES: [Cl:1][CH:2]1[N:7](Cl)[CH:6]=[CH:5][N:4]=[CH:3]1.CN(C=O)C.[C:14]([O:18][C:19]([N:21]1[CH2:26][CH2:25][NH:24][CH2:23][CH2:22]1)=[O:20])([CH3:17])([CH3:16])[CH3:15]>O>[C:14]([O:18][C:19]([N:21]1[CH2:26][CH2:25][N:24]([C:3]2[C:2]([Cl:1])=[N:7][CH:6]=[CH:5][N:4]=2)[CH2:23][CH2:22]1)=[O:20])([CH3:17])([CH3:15])[CH3:16]. Procedure details: To a round bottom flask equipped with a magnetic stir bar was added 3,4-Dichloro-pyrazine (3 g, 20.1 mmol, 1.0 eq.), dry DMF (20 mL) and piperazine-1-carboxylic acid tert-butyl ester (7.3 g, 40 mmol, 2 eq). The reaction mixture was heated to 90° C. and allowed to stir for 4 hours. After allowing the reaction to return to room temperature water (100 mL) was added and the product extracted with DCM (2×200 mL). The organic layer was washed 1 N HCl (2×) and brine (2×) and dried over NaSO4. After rem... Reactants: COC=1C=CC=C2CCC(C12)NC=1OCC2=C(N1)C=CC(=C2)N (rac-N2-(7-Methoxy-indan-1-yl)-4H-benzo[d][1,3]oxazine-2,6-diamine), CS(=O)(=O)Cl (methanesulfonyl chloride). Product: COC=1C=CC=C2CCC(C12)NC=1OCC2=C(N1)C=CC(=C2)NS(=O)(=O)C (rac-N-[2-(7-Methoxy-indan-1-ylamino)-4H-benzo[d][1,3]oxazin-6-yl]-methanesulfonamide). Isolated yield 43.4%. RXN SMILES: [CH3:1][O:2][C:3]1[CH:4]=[CH:5][CH:6]=[C:7]2[C:11]=1[CH:10]([NH:12][C:13]1[O:14][CH2:15][C:16]3[CH:22]=[C:21]([NH2:23])[CH:20]=[CH:19][C:17]=3[N:18]=1)[CH2:9][CH2:8]2.[CH3:24][S:25](Cl)(=[O:27])=[O:26]>>[CH3:1][O:2][C:3]1[CH:4]=[CH:5][CH:6]=[C:7]2[C:11]=1[CH:10]([NH:12][C:13]1[O:14][CH2:15][C:16]3[CH:22]=[C:21]([NH:23][S:25]([CH3:24])(=[O:27])=[O:26])[CH:20]=[CH:19][C:17]=3[N:18]=1)[CH2:9][CH2:8]2. Reported procedure: Prepared from rac-N2-(7-methoxy-indan-1-yl)-4H-benzo[d][1,3]oxazine-2,6-diamine (Example 10) (155 mg, 0.50 mmol, HPLC 0.776 min) and methanesulfonyl chloride (43 ul, 0.55 mmol) according to the procedure described for Example 27. Obtained the title compound as a light brown solid (84 mg, 43%, HPLC 1.178 min), MS (ISP) m/e=388.3 [(M+H)+]. Reactants: C(C1=CC=CC=C1)N1C2=C(N([C@H]3[C@@H](C1=O)CCC3)C(CN3C(C=1C(C3=O)=CC=CC1)=O)=O)C=CC=C2 ((3aR*,10aS*)-9-benzyl-4-(phthalimidoacetyl)-2,3,3a,4,9,10a-hexahydrobenzo[b]cyclopenta[e][1,4]diazepin-10(1H)-one), O.NN (hydrazine monohydrate), ClCCl.C(C)(C)OC(C)C (dichloromethane diisopropylether). Run in C(C)O (ethanol). Product: NCC(=O)N1C2=C(N(C([C@@H]3[C@H]1CCC3)=O)CC3=CC=CC=C3)C=CC=C2 ((3aR*,10aS*)-4-(Aminoacetyl)-9-benzyl-2,3,3a,4,9,10a-hexahydrobenzo[b]cyclopenta[e][1,4]diazepin-10(1H)-one). Isolated yield 80.0%. As a reaction SMILES: [CH2:1]([N:8]1[C:14](=[O:15])[C@H:13]2[CH2:16][CH2:17][CH2:18][C@H:12]2[N:11]([C:19](=[O:32])[CH2:20][N:21]2C(=O)C3=CC=CC=C3C2=O)[C:10]2[CH:33]=[CH:34][CH:35]=[CH:36][C:9]1=2)[C:2]1[CH:7]=[CH:6][CH:5]=[CH:4][CH:3]=1.O.NN.ClCCl.C(OC(C)C)(C)C>C(O)C>[NH2:21][CH2:20][C:19]([N:11]1[C@@H:12]2[CH2:18][CH2:17][CH2:16][C@@H:13]2[C:14](=[O:15])[N:8]([CH2:1][C:2]2[CH:3]=[CH:4][CH:5]=[CH:6][CH:7]=2)[C:9]2[CH:36]=[CH:35][CH:34]=[CH:33][C:10]1=2)=[O:32] |f:1.2,3.4|. Reported procedure: A suspension of (3aR*,10aS*)-9-benzyl-4-(phthalimidoacetyl)-2,3,3a,4,9,10a-hexahydrobenzo[b]cyclopenta[e][1,4]diazepin-10(1H)-one (9.82 g, 20 mmol) and hydrazine monohydrate (2.31 g, 46 mmol) in ethanol (200 mL) was refluxed for 3.5 hours. The reaction mixture was cooled, which was subjected to filtration. The filtrate was washed with chloroform, which was concentrated under reduced pressure. The concentrate was suspended in chloroform, which was again subjected to filtration. The filtrate was c... Starting materials: BrBr, CO, CC(=O)CC1(c2ccccc2C(F)(F)F)CCC1, O. The product is O=C(CBr)CC1(c2ccccc2C(F)(F)F)CCC1. As a reaction SMILES: [Br:19][Br:20].[CH3:22][OH:23].[F:1][C:2]([c:3]1[c:4]([C:9]2([CH2:13][C:14]([CH3:15])=[O:16])[CH2:10][CH2:11][CH2:12]2)[cH:5][cH:6][cH:7][cH:8]1)([F:17])[F:18].[OH2:21]>>[F:1][C:2]([c:3]1[c:4]([C:9]2([CH2:13][C:14]([CH2:15][Br:19])=[O:16])[CH2:10][CH2:11][CH2:12]2)[cH:5][cH:6][cH:7][cH:8]1)([F:17])[F:18]. Starting materials: CN(C)C=NS(=O)(=O)c1ccccc1-c1ccc(Cn2c(-c3ccccc3)nc(Cl)c2C=O)cc1, CCO, Cl. Product: NS(=O)(=O)c1ccccc1-c1ccc(Cn2c(-c3ccccc3)nc(Cl)c2C=O)cc1. As a reaction SMILES: [CH3:1][N:2]([CH:3]=[N:5][S:6](=[O:7])(=[O:8])[c:9]1[c:10](-[c:15]2[cH:16][cH:17][c:18]([CH2:21][n:22]3[c:23](-[c:30]4[cH:31][cH:32][cH:33][cH:34][cH:35]4)[n:24][c:25]([Cl:29])[c:26]3[CH:27]=[O:28])[cH:19][cH:20]2)[cH:11][cH:12][cH:13][cH:14]1)[CH3:4].[CH3:37][CH2:38][OH:39].[ClH:36]>>[NH2:5][S:6](=[O:7])(=[O:8])[c:9]1[c:10](-[c:15]2[cH:16][cH:17][c:18]([CH2:21][n:22]3[c:23](-[c:30]4[cH:31][cH:32][cH:33][cH:34][cH:35]4)[n:24][c:25]([Cl:29])[c:26]3[CH:27]=[O:28])[cH:19][cH:20]2)[cH:11][cH:12][cH:13][cH:14]1. The reactants are CC(=O)O, CCC(CC)(c1ccc(C=O)c(C)c1)c1ccc(OCC(O)C(C)(C)C)c(C)c1, Cc1ccccc1, C1CCNCC1, O=C1CSC(=O)N1. Product: CCC(CC)(c1ccc(C=C2SC(=O)NC2=O)c(C)c1)c1ccc(OCC(O)C(C)(C)C)c(C)c1. Reaction SMILES: [C:37]([OH:38])(=[O:39])[CH3:40].[CH2:1]([CH3:2])[C:3]([CH2:4][CH3:5])([c:6]1[cH:7][c:8]([CH3:20])[c:9]([O:12][CH2:13][CH:14]([C:15]([CH3:16])([CH3:17])[CH3:18])[OH:19])[cH:10][cH:11]1)[c:21]1[cH:22][c:23]([CH3:29])[c:24]([CH:25]=[O:26])[cH:27][cH:28]1.[CH3:47][c:48]1[cH:49][cH:50][cH:51][cH:52][cH:53]1.[NH:41]1[CH2:42][CH2:43][CH2:44][CH2:45][CH2:46]1.[S:30]1[C:31](=[O:36])[NH:32][C:33](=[O:35])[CH2:34]1>>[CH2:1]([CH3:2])[C:3]([CH2:4][CH3:5])([c:6]1[cH:7][c:8]([CH3:20])[c:9]([O:12][CH2:13][CH:14]([C:15]([CH3:16])([CH3:17])[CH3:18])[OH:19])[cH:10][cH:11]1)[c:21]1[cH:22][c:23]([CH3:29])[c:24]([CH:25]=[C:34]2[S:30][C:31](=[O:36])[NH:32][C:33]2=[O:35])[cH:27][cH:28]1.